Dataset: the Open Reaction Database (ORD), a public repository of structured organic reaction records. Task: describe an organic reaction: reactants, conditions, products, and yield Reactants: COC(=O)c1cc(Br)oc1CNCc1ccc(OC)cc1, [Li+], [OH-], O. Yields the product COc1ccc(CNCc2oc(Br)cc2C(=O)O)cc1. As a reaction SMILES: [CH3:1][O:2][C:3](=[O:4])[c:5]1[c:6]([CH2:11][NH:12][CH2:13][c:14]2[cH:15][cH:16][c:17]([O:20][CH3:21])[cH:18][cH:19]2)[o:7][c:8]([Br:10])[cH:9]1.[Li+:23].[OH-:22].[OH2:24]>>[O:2]=[C:3]([OH:4])[c:5]1[c:6]([CH2:11][NH:12][CH2:13][c:14]2[cH:15][cH:16][c:17]([O:20][CH3:21])[cH:18][cH:19]2)[o:7][c:8]([Br:10])[cH:9]1.